Dataset: the Open Reaction Database (ORD), a public repository of structured organic reaction records. Task: describe an organic reaction: reactants, conditions, products, and yield The reactants are C1(=CC=C(C=C1)S(=O)(=O)[O-])C.C(=O)C1=C(C=C(OCCOC2CC[NH+](CC2)C)C=C1)C (4-[2-(4-Formyl-3-methyl-phenoxy)-ethoxy]-1-methyl-piperidinium toluene-4-sulfonate), O1CCOC12CCNCC2 (1,4-dioxa-8-aza-spiro[4.5]decane), [H-].C(C(C)C)[Al+]CC(C)C (diisobutylaluminum hydride), CCCCCC (hexane), C(=O)([O-])C(O)C(O)C(=O)[O-].[K+].[Na+] (sodium potassium tartrate). The solvent is CO (Methanol), C1(=CC=CC=C1)C (toluene), C(Cl)(Cl)Cl (chloroform), CC(C)O (2-propanol). Conditions: temperature 80 celsius, time 12 hour. Yields the product N1CCC(CC1)OCCO (2-(piperidin-4-yloxy)-ethanol). Reaction SMILES: C1(C)C=CC(S([O-])(=O)=O)=CC=1.C(C1C=CC([O:18][CH2:19][CH2:20][O:21][CH:22]2[CH2:27][CH2:26][NH+:25](C)[CH2:24][CH2:23]2)=CC=1C)=O.O1C2(CCNCC2)OCC1.[H-].C([Al+]CC(C)C)C(C)C.CCCCCC.C(C(C(C([O-])=O)O)O)([O-])=O.[K+].[Na+]>C1(C)C=CC=CC=1.C(Cl)(Cl)Cl.CC(O)C.CO>[NH:25]1[CH2:26][CH2:27][CH:22]([O:21][CH2:20][CH2:19][OH:18])[CH2:23][CH2:24]1 |f:0.1,3.4,6.7.8|. Procedure: 4-[2-(4-Formyl-3-methyl-phenoxy)-ethoxy]-1-methyl-piperidinium toluene-4-sulfonate. To a solution of 1,4-dioxa-8-aza-spiro[4.5]decane (1.0 g, 7.0 mmol, 1.0 equiv) in toluene (20 mL) at 0° C. was added 1.0 M diisobutylaluminum hydride in hexane (20 mL, 20 mmol, 2.9 equiv). The solution was warmed to 80° C. and stirred for 12 h. Methanol (20 mL), satd. aq. sodium potassium tartrate (20 mL), and 10% 2-propanol in chloroform (100 mL) were added and the mixture was stirred for 30 min. The chloroform ... The reactants are C1(=CC=CC=C1)S(=O)(=O)N1C=C(C=2C1=NC=CC2)C(O)C=2C=NC(=CC2)CNC2=CC=C(C=C2)Cl ((1-Benzenesulfonyl-1H-pyrrolo[2,3-b]pyridin-3-yl)-6-[(4-chloro-phenylamino)-methyl]-pyridin-3-yl-methanol), [OH-].[K+] (potassium hydroxide), O (water), CO (methanol), O (water). Conditions: temperature 50 celsius. Product: ClC1=CC=C(C=C1)NCC1=NC=C(C=C1)C(C1=CNC2=NC=CC=C21)OC ((4-Chloro-phenyl)-5-[methoxy-(1H-pyrrolo[2,3-b]pyridin-3-yl)-methyl]-pyridin-2-ylmethyl-amine). As a reaction SMILES: C1(S([N:10]2[C:14]3=[N:15][CH:16]=[CH:17][CH:18]=[C:13]3[C:12]([CH:19]([C:21]3[CH:22]=[N:23][C:24]([CH2:27][NH:28][C:29]4[CH:34]=[CH:33][C:32]([Cl:35])=[CH:31][CH:30]=4)=[CH:25][CH:26]=3)[OH:20])=[CH:11]2)(=O)=O)C=CC=CC=1.[OH-].[K+].O.[CH3:39]O>>[Cl:35][C:32]1[CH:33]=[CH:34][C:29]([NH:28][CH2:27][C:24]2[CH:25]=[CH:26][C:21]([CH:19]([O:20][CH3:39])[C:12]3[C:13]4[C:14](=[N:15][CH:16]=[CH:17][CH:18]=4)[NH:10][CH:11]=3)=[CH:22][N:23]=2)=[CH:30][CH:31]=1 |f:1.2|. Procedure: To (1-Benzenesulfonyl-1H-pyrrolo[2,3-b]pyridin-3-yl)-6-[(4-chloro-phenylamino)-methyl]-pyridin-3-yl-methanol (56, 120.0 mg, 0.24 mmol) in methanol (20.0 mL) were added potassium hydroxide (0.400 g, 7.13 mmol) and water (5.0 mL, 0.28 mol). The reaction was heated to 50° C. for 10 hours. The reaction was poured into water and extracted with ethyl acetate. The organic layer was dried over anhydrous sodium sulfate and filtered. The filtrate was concentrated and purified by silica gel column chromato... Run in C(C)(C)(C)O (t-butanol). The product is COC=1C=C2CCCC(C2=CC1)=NO (6-methoxy-1-tetralone oxime). Conditions: time 30 minute. Reaction SMILES: [K].CCOCC.[CH3:7][O:8][C:9]1[CH:10]=[C:11]2[C:16](=[CH:17][CH:18]=1)[C:15](=O)[CH2:14][CH2:13][CH2:12]2.[N:20](OCCCC)=[O:21]>C(O)(C)(C)C>[CH3:7][O:8][C:9]1[CH:10]=[C:11]2[C:16](=[CH:17][CH:18]=1)[C:15](=[N:20][OH:21])[CH2:14][CH2:13][CH2:12]2 |^1:0|. Reported procedure: In 60 ml of refluxing t-butanol was dissolved 3.84 g (0.0985 mole) of potassium. Ether (150 ml) was added followed by 15.87 g (0.09 mole) of 6-methoxy-1-tetralone. Butyl nitrite (11.1 g, 0.0932 mole) was added dropwise with stirring over a period of 30 minutes. The insoluble salts were filtered and washed with ether. They were slurried with 180 ml of water and then 15 ml of Concentrated HCl was added. The initially formed oil solidified. The solid was filtered and washed with water. Recrystalliz... The reactants are N(=O)OCCCC (Butyl nitrite), CCOCC (Ether), COC=1C=C2CCCC(C2=CC1)=O (6-methoxy-1-tetralone), [K] (potassium). The yield is 12.0%. The reactants are poly(4-tert-butoxystyrene), poly(4-tert-butoxycarbonyloxy-α-methylstyrene), CC(=C)C(=O)OC(C)(C)C (poly(tert-butyl methacrylate)), poly(tert-butyl 4-vinylbenzoate), aromatic ring, carboxylic acid ester, C1(=CC=CC=C1)O.CCOCC (phenol ether), poly(4-tert-butoxycarbonyloxystyrene), poly(4-tert-butoxy-α-methylstyrene). Product: C(C)(C)(C)OC(=O)OC1=CC=C(C=C)C=C1 (p-tert-butoxycarbonyloxystyrene), OC1=CC=C(C=C)C=C1 (p-hydroxystyrene). RXN SMILES: [C:1]1([OH:7])[CH:6]=[CH:5][CH:4]=[CH:3][CH:2]=1.[CH3:8][CH2:9]OCC.[CH3:13][C:14]([C:16]([O:18][C:19]([CH3:22])([CH3:21])[CH3:20])=[O:17])=C>>[C:19]([O:18][C:16]([O:7][C:1]1[CH:6]=[CH:5][C:4]([CH:8]=[CH2:9])=[CH:3][CH:2]=1)=[O:17])([CH3:22])([CH3:21])[CH3:20].[OH:7][C:1]1[CH:6]=[CH:5][C:4]([CH:13]=[CH2:14])=[CH:3][CH:2]=1 |f:0.1|. Reported procedure: For example, as resist materials used in the case of using a light source capable of oscillating KrF excimer laser beams or deep ultraviolet light, there have been developed dissolution-inhibiting type resist materials comprising a resin having high transmittance for light of 248.4 nm and a photosensitive compound having a diazodiketo group in the molecule (for example, Japanese Patent Unexamined Publication Nos. 1-80944, 1-54048, 1-155338, 1-155339 and 1-188852, and Y. Tani et al., SPIE's 1989 ... Starting materials: CCN(C(C)C)C(C)C, O=C(Cl)C(=O)Cl, ClCCl, CC(C)(C)OC(=O)NCCN, CN(C)C=O, O=C(O)c1ccc(C(F)(F)F)cc1O. The product is CC(C)(C)OC(=O)NCCNC(=O)c1ccc(C(F)(F)F)cc1O. RXN SMILES: [CH:32]([N:33]([CH:34]([CH3:35])[CH3:36])[CH2:37][CH3:38])([CH3:39])[CH3:40].[Cl:15][C:16]([C:17]([Cl:18])=[O:19])=[O:20].[Cl:41][CH2:42][Cl:43].[NH2:21][CH2:22][CH2:23][NH:24][C:25]([O:26][C:27]([CH3:28])([CH3:29])[CH3:30])=[O:31].[O:44]=[CH:45][N:46]([CH3:47])[CH3:48].[OH:1][c:2]1[c:3]([C:4](=[O:5])[OH:6])[cH:7][cH:8][c:9]([C:11]([F:12])([F:13])[F:14])[cH:10]1>>[OH:1][c:2]1[c:3]([C:4](=[O:6])[NH:21][CH2:22][CH2:23][NH:24][C:25]([O:26][C:27]([CH3:28])([CH3:29])[CH3:30])=[O:31])[cH:7][cH:8][c:9]([C:11]([F:12])([F:13])[F:14])[cH:10]1.